From a dataset of the Open Reaction Database (ORD), a public repository of structured organic reaction records. describe an organic reaction: reactants, conditions, products, and yield Reactants: OC1C(C(CC1)C(=O)OC)C1=CC=C(C=C1)F (methyl 3-(SR)-(hydroxy)-2-(RS)-(4-fluorophenyl)cyclopentane-1-(RS)-carboxylate), C(C1=CC=CC=C1)Br (benzyl bromide), [H-].[Na+] (NaH). The solvent is CCOCC (ether), CN(C)C=O (DMF). Run at time 2 hour. Yields the product C(C1=CC=CC=C1)OC1C(C(CC1)C(=O)O)C1=CC=C(C=C1)F (3-(SR)-(Benzyloxy)-2-(RS)-(4-fluorophenyl)cyclopentane-1-(RS)-carboxylic acid). The yield is 106.1%. Reaction SMILES: [OH:1][CH:2]1[CH2:6][CH2:5][CH:4]([C:7]([O:9]C)=[O:8])[CH:3]1[C:11]1[CH:16]=[CH:15][C:14]([F:17])=[CH:13][CH:12]=1.[CH2:18](Br)[C:19]1[CH:24]=[CH:23][CH:22]=[CH:21][CH:20]=1.[H-].[Na+]>CN(C=O)C.CCOCC>[CH2:18]([O:1][CH:2]1[CH2:6][CH2:5][CH:4]([C:7]([OH:9])=[O:8])[CH:3]1[C:11]1[CH:16]=[CH:15][C:14]([F:17])=[CH:13][CH:12]=1)[C:19]1[CH:24]=[CH:23][CH:22]=[CH:21][CH:20]=1 |f:2.3|. Procedure details: To a solution of 10.0 gm of methyl 3-(SR)-(hydroxy)-2-(RS)-(4-fluorophenyl)cyclopentane-1-(RS)-carboxylate prepared as in Example 32 (lower isomer) and 10.8 gm of benzyl bromide in 50 mL of DMF was added in portions over 30 min 2.0 gm of 60% NaH in mineral oil. The reaction was stirred for 2 h at room temperature and was then diluted with ether and quenched by slow addition to water containing 25 mL of 2N HCl. The mixture was extracted twice with ether and the organic layers were washed with a p... The reactants are C(C#C)O (propargyl alcohol), BrCC(=O)OC (methyl bromoacetate), Cl (HCl), [H-].[Na+] (sodium hydride). Solvent: O1CCCC1 (tetrahydrofuran), O1CCCC1 (tetrahydrofuran), O1CCCC1 (tetrahydrofuran). Run at temperature 0 celsius, time 1 hour. Product: C(C#C)OCC(=O)OC (methyl (2-propynyloxy)acetate). As a reaction SMILES: [H-].[Na+].[CH2:3]([OH:6])[C:4]#[CH:5].Br[CH2:8][C:9]([O:11][CH3:12])=[O:10].Cl>O1CCCC1>[CH2:3]([O:6][CH2:8][C:9]([O:11][CH3:12])=[O:10])[C:4]#[CH:5] |f:0.1|. Procedure details: A mechanically stirred suspension of sodium hydride (60 5% dispersion in mineral oil) (50 g, 1.25 mol) in tetrahydrofuran (800 mL) at 0° C. under nitrogen was treated dropwise with a solution of propargyl alcohol (84 g, 1.5 mol) in tetrahydrofuran (175 mL), stirred at 0° C. for 1 hour, treated with a solution of methyl bromoacetate in tetrahydrofuran (250 mL) over 15 minutes, stirred at 0° C. for 30 minutes, stirred at ambient temperature for 2 hours, and treated with 2M HCl (800 mL). The organi... Reactants: CCn1nccc1-c1cc(C(=O)NC(Cc2ccccc2)CN(C(=O)[O-])C(C)(C)C)sc1Cl, ClCCl, O=C(O)C(F)(F)F. The product is CCn1nccc1-c1cc(C(=O)NC(CN)Cc2ccccc2)sc1Cl. Reaction SMILES: [CH3:1][C:2]([N:5]([C:3](=[O:4])[O-:6])[CH2:9][CH:10]([CH2:11][c:12]1[cH:13][cH:14][cH:15][cH:16][cH:17]1)[NH:18][C:19](=[O:20])[c:21]1[s:22][c:23]([Cl:33])[c:24](-[c:26]2[cH:27][cH:28][n:29][n:30]2[CH2:31][CH3:32])[cH:25]1)([CH3:7])[CH3:8].[Cl:41][CH2:42][Cl:43].[F:34][C:35]([F:36])([F:37])[C:38]([OH:39])=[O:40]>>[NH2:5][CH2:9][CH:10]([CH2:11][c:12]1[cH:13][cH:14][cH:15][cH:16][cH:17]1)[NH:18][C:19](=[O:20])[c:21]1[s:22][c:23]([Cl:33])[c:24](-[c:26]2[cH:27][cH:28][n:29][n:30]2[CH2:31][CH3:32])[cH:25]1. Starting materials: Brc1ccc2[nH]c3ccc(Br)cc3c2c1, CCO, [Cu]I, [N-]=[N+]=[N-], [Na+], [Na+], [OH-], O, O=C(O)C1CCCN1. Yields the product [N-]=[N+]=Nc1ccc2[nH]c3ccc(Br)cc3c2c1. RXN SMILES: [Br:1][c:2]1[cH:3][cH:4][c:5]2[nH:6][c:7]3[cH:8][cH:9][c:10]([Br:15])[cH:11][c:12]3[c:13]2[cH:14]1.[CH3:30][CH2:31][OH:32].[Cu:34][I:35].[N-:16]=[N+:17]=[N-:18].[Na+:19].[Na+:29].[OH-:28].[OH2:33].[OH:20][C:21]([CH:22]1[NH:23][CH2:24][CH2:25][CH2:26]1)=[O:27]>>[Br:1][c:2]1[cH:3][cH:4][c:5]2[nH:6][c:7]3[cH:8][cH:9][c:10]([N:16]=[N+:17]=[N-:18])[cH:11][c:12]3[c:13]2[cH:14]1. The reactants are C=1(C(=CC=CC1)C)C (xylene), BrBr (bromine), CC=1C=CC(=CC1)C (p-xylene), C=1(C(=CC=CC1)C)C (xylene), [Br-].[Br-].[Br-].[Al+3] (aluminum tribromide), BrBr (bromine). Run at temperature 5 celsius. Yields the product BrC1=C(C(=C(C(=C1C)Br)Br)C)Br (tetrabromo-p-xylene). Yield: 98.3%. RXN SMILES: [Br-:1].[Br-:2].[Br-:3].[Al+3].[CH3:5][C:6]1[CH:7]=[CH:8][C:9]([CH3:12])=[CH:10][CH:11]=1.C1(C)C(C)=CC=CC=1.[Br:21]Br>>[Br:1][C:8]1[C:9]([CH3:12])=[C:10]([Br:2])[C:11]([Br:3])=[C:6]([CH3:5])[C:7]=1[Br:21] |f:0.1.2.3|. Procedure: In a glass resin flask, a mixture of 1000 parts bromine and 3 parts of aluminum tribromide was cooled at 5° C and 83 parts of p-xylene were added dropwise with rapid stirring and continued cooling. After adding about 3/4 of the xylene, the reaction mixture became viscous forming large chunks of product. The mixture was diluted with 454 parts of bromine and the temperature was brought to 30° C. The heating and stirring gradually broke down the chunks of product to a fine powder. The mixture was t... Reactants: C(C)OC=1C=C(C=CC1OC)C(=C(C#N)C#N)O (2-((3-ethoxy-4-methoxyphenyl)(hydroxy)methylene)malononitrile), COS(=O)(=O)OC (Dimethylsulphate), C([O-])(O)=O.[Na+] (sodium bicarbonate), O1CCOCC1 (1,4-dioxane). Solvent: O (water), O (water). Conditions: temperature 85 celsius. The product is C(C)OC=1C=C(C=CC1OC)C(=C(C#N)C#N)OC (2-((3-ethoxy-4-methoxyphenyl)(methoxy)methylene)malononitrile). Yield: 54.5%. As a reaction SMILES: [CH2:1]([O:3][C:4]1[CH:5]=[C:6]([C:12]([OH:18])=[C:13]([C:16]#[N:17])[C:14]#[N:15])[CH:7]=[CH:8][C:9]=1[O:10][CH3:11])[CH3:2].[C:19](=O)(O)[O-].[Na+].O1CCOCC1.COS(OC)(=O)=O>O>[CH2:1]([O:3][C:4]1[CH:5]=[C:6]([C:12]([O:18][CH3:19])=[C:13]([C:14]#[N:15])[C:16]#[N:17])[CH:7]=[CH:8][C:9]=1[O:10][CH3:11])[CH3:2] |f:1.2|. Procedure details: 2-((3-ethoxy-4-methoxyphenyl)(hydroxy)methylene)malononitrile (25.5 mmol) and sodium bicarbonate (17 g, 204 mmol) were combined in a solution of 1,4-dioxane (48 mL) and water (8 mL). Dimethylsulphate (17 mL, 178 mmol) was slowly added and the reaction was heated to 80-90° C. for 2 hours. The reaction was cooled to RT, water was added, and the aqueous phase extracted three times with EtOAc (200 mL). The organic phases were combined, dried with MgSO4, and filtered to give a red oil. The oil was pu... Reactants: NC1=NC(=CC(=N1)NCCC(C)C)Cl (2-amino-4-iso-pentylamino-6-chloro-pyrimidine), NC1=NC(=CC(=N1)NC1CCCC1)Cl (2-amino-4-cyclopentylamino-6-chloro-pyrimidine). Yields the product NC1=NC(=CC(=N1)NC(C)C)Cl (2-Amino-4-isopropylamino-6-chloro-pyrimidine). RXN SMILES: NC1N=C(NCCC(C)C)C=C(Cl)N=1.[NH2:15][C:16]1[N:21]=[C:20]([NH:22][CH:23]2[CH2:27]CC[CH2:24]2)[CH:19]=[C:18]([Cl:28])[N:17]=1>>[NH2:15][C:16]1[N:21]=[C:20]([NH:22][CH:23]([CH3:24])[CH3:27])[CH:19]=[C:18]([Cl:28])[N:17]=1. Procedure: In analogous manner to that described in Example 1, 2-amino-4-iso-pentylamino-6-chloro-pyrimidine and 2-amino-4-cyclopentylamino-6-chloro-pyrimidine may be produced. Isolation and purification may be effected in conventional manner. Starting materials: CCCCCC, O=C(Cl)Oc1ccccc1, ClCCl, Nc1ccc(Cl)c(C(F)(F)F)c1, c1ccncc1. Yields the product O=C(Nc1ccc(Cl)c(C(F)(F)F)c1)Oc1ccccc1. As a reaction SMILES: [CH3:29][CH2:30][CH2:31][CH2:32][CH2:33][CH3:34].[Cl:19][C:20](=[O:21])[O:22][c:23]1[cH:24][cH:25][cH:26][cH:27][cH:28]1.[Cl:35][CH2:36][Cl:37].[F:1][C:2]([c:3]1[cH:4][c:5]([NH2:6])[cH:7][cH:8][c:9]1[Cl:10])([F:11])[F:12].[cH:13]1[cH:14][cH:15][n:16][cH:17][cH:18]1>>[F:1][C:2]([c:3]1[cH:4][c:5]([NH:6][C:20](=[O:21])[O:22][c:23]2[cH:24][cH:25][cH:26][cH:27][cH:28]2)[cH:7][cH:8][c:9]1[Cl:10])([F:11])[F:12]. Starting materials: C(C)(C)(C)N (tert. -butylamine), solid, C(C(C)C)(=O)NC1=NC=C(C=N1)C(CBr)=O (2-isobutyramido-5-(bromoacetyl)pyrimidine), C(C)(=O)O (Acetic acid), N (ammonia). Solvent: C(C)#N (acetonitrile). Conditions: temperature 5 celsius, time 30 minute. Product: C(C(C)C)(=O)NC1=NC=C(C=N1)C(O)CNC(C)(C)C (2-Isobutyramido-α-{[(1,1-dimethylethyl)amino]methyl}-5-pyrimidinemethanol). Reaction SMILES: [C:1]([NH2:5])([CH3:4])([CH3:3])[CH3:2].[C:6]([NH:11][C:12]1[N:17]=[CH:16][C:15]([C:18](=[O:21])[CH2:19]Br)=[CH:14][N:13]=1)(=[O:10])[CH:7]([CH3:9])[CH3:8].C(O)(=O)C.N>C(#N)C>[C:6]([NH:11][C:12]1[N:17]=[CH:16][C:15]([CH:18]([CH2:19][NH:5][C:1]([CH3:4])([CH3:3])[CH3:2])[OH:21])=[CH:14][N:13]=1)(=[O:10])[CH:7]([CH3:9])[CH3:8]. Procedure details: To a solution of 1.146 g of tert. -butylamine in 200 ml of dry acetonitrile, 2.05 g of solid 2-isobutyramido-5-(bromoacetyl)pyrimidine was added. The reaction mixture was stirred for 30 minutes and then gaseous hydrochloric acid was bubbled into the reaction mixture. The reaction mixture was then diluted with 300 ml of ether and the resulting precipitate collected by filtration. The precipitate was dissolved in 43 ml of anhydrous methanol and the resulting solution cooled to 5° C. Sodium borohyd...